Dataset: the Open Reaction Database (ORD), a public repository of structured organic reaction records. Task: describe an organic reaction: reactants, conditions, products, and yield Starting materials: Cl.CC1NC(CC(C1)C1=NC=C2C(N1)=CC=N2)C2=CC=CC=C2 (2-Methyl-6-phenyl-4-piperidylpyrrolo[3,2-d]pyrimidine Hydrochloride), BrBr (Br2). Solvent: O (H2O), CC(=O)O (AcOH). Reaction conditions: temperature 45 celsius, time 2 hour. The product is Cl.BrC=1C=NC=2C1NC(=NC2)C2CC(NC(C2)C2=CC=CC=C2)C (7-Bromo-2-methyl-6-phenyl-4-piperidylpyrrolo[3,2-d]pyrimidine Hydrochloride). Yield: 79.4%. RXN SMILES: [ClH:1].[CH3:2][CH:3]1[CH2:8][CH:7]([C:9]2[NH:14][C:13]3=[CH:15][CH:16]=[N:17][C:12]3=[CH:11][N:10]=2)[CH2:6][CH:5]([C:18]2[CH:23]=[CH:22][CH:21]=[CH:20][CH:19]=2)[NH:4]1.[Br:24]Br>CC(O)=O.O>[ClH:1].[Br:24][C:15]1[CH:16]=[N:17][C:12]2[C:13]=1[NH:14][C:9]([CH:7]1[CH2:6][CH:5]([C:18]3[CH:23]=[CH:22][CH:21]=[CH:20][CH:19]=3)[NH:4][CH:3]([CH3:2])[CH2:8]1)=[N:10][CH:11]=2 |f:0.1,5.6|. Procedure details: To an oven-dried, 50-mL, round-bottomed flask was added 2-methyl-6-phenyl-4-(piperidinyl)pyrrolo[3,2-d]pyrimidine (Example 35)) (500 mg, 1.71 mmol) which was dissolved in glacial AcOH (15 mL). To this solution was added Br2 (Aldrich Chemical Company) (90.0 mL, 1.8 mmol) dropwise over 2 min. The resulting dark mixture was diluted with H2O (10 mL) and the mixture was warmed to 45° C. and stirred for 2 h. The reaction was allowed to cool to room temperature and the crude material was extracted with... The reactants are FC(C=1C=CC(=C(C1)CC#N)I)(F)F (5-trifluoromethyl-2-iodophenylacetonitrile), C(C)O (ethanol), [OH-].[Na+] (Sodium hydroxide). Run in O (water). Yields the product FC(C=1C=CC(=C(C1)CC(=O)O)I)(F)F (5-trifluoromethyl-2-iodophenylacetic acid). As a reaction SMILES: [F:1][C:2]([F:14])([F:13])[C:3]1[CH:4]=[CH:5][C:6]([I:12])=[C:7](CC#N)[CH:8]=1.[OH-:15].[Na+].[CH2:17]([OH:19])[CH3:18]>O>[F:1][C:2]([F:14])([F:13])[C:3]1[CH:4]=[CH:5][C:6]([I:12])=[C:7]([CH2:18][C:17]([OH:15])=[O:19])[CH:8]=1 |f:1.2|. Procedure: A solution of 5-trifluoromethyl-2-iodophenylacetonitrile (30 g, 96 mmol) in ethanol (100 mL) is stirred at room temperature. Sodium hydroxide (7.7 g, 192 mmol) dissolved in water (60 mL) is added. The mixture is heated to reflux temperature for 12 hours and then cooled to room temperature. Most of the ethanol is removed using a rotary evaporator and the residual aqueous solution adjusted to pH 4 with 3 N HCl. The solid which forms is isolated by filtration and washed with water (250 mL) and then... The reactants are C=1C=CC2=C(C1)N=NN2O (HOBt), O=C(CC(=O)O)N1CCN(CC1)C(C1=C(C=CC=C1)C(F)(F)F)=O (3-oxo-3-[4-(2-trifluoromethyl-benzoyl)-piperazin-1-yl]-propionic acid), NC=1C=CC2=C(NC(O2)=O)C1 (5-amino-3H-benzooxazol-2-one), CCN=C=NCCCN(C)C.Cl (EDCI.HCl). The reagents and catalysts are CN(C)C=1C=CN=CC1 (DMAP). The solvent is CN(C)C=O (DMF), O (water). Conditions: temperature 10 celsius, time 8 hour. The product is O=C(CC(=O)NC=1C=CC2=C(NC(O2)=O)C1)N1CCN(CC1)C(C1=C(C=CC=C1)C(F)(F)F)=O (3-oxo-N-(2-oxo-2,3-dihydro-benzooxazol-5-yl)-3-[4-(2-trifluoromethyl-benzoyl)-piperazin-1-yl]-propionamide). The yield is 31.0%. Reaction SMILES: C1C=CC2N(O)N=NC=2C=1.[O:11]=[C:12]([N:17]1[CH2:22][CH2:21][N:20]([C:23](=[O:34])[C:24]2[CH:29]=[CH:28][CH:27]=[CH:26][C:25]=2[C:30]([F:33])([F:32])[F:31])[CH2:19][CH2:18]1)[CH2:13][C:14](O)=[O:15].CCN=C=NCCCN(C)C.Cl.[NH2:47][C:48]1[CH:49]=[CH:50][C:51]2[O:55][C:54](=[O:56])[NH:53][C:52]=2[CH:57]=1>CN(C1C=CN=CC=1)C.CN(C=O)C.O>[O:11]=[C:12]([N:17]1[CH2:18][CH2:19][N:20]([C:23](=[O:34])[C:24]2[CH:29]=[CH:28][CH:27]=[CH:26][C:25]=2[C:30]([F:33])([F:32])[F:31])[CH2:21][CH2:22]1)[CH2:13][C:14]([NH:47][C:48]1[CH:49]=[CH:50][C:51]2[O:55][C:54](=[O:56])[NH:53][C:52]=2[CH:57]=1)=[O:15] |f:2.3|. Procedure: HOBt (72 mg, 0.53 mmol) and DMAP (81 mg, 0.66 mmol) were added to a stirred solution of 3-oxo-3-[4-(2-trifluoromethyl-benzoyl)-piperazin-1-yl]-propionic acid (150 mg, 0.44 mmol) in DMF (2 mL). The reaction mixture was cooled to 10° C. and EDCI.HCl (102 mg, 0.53 mmol) followed by 5-amino-3H-benzooxazol-2-one (66 mg, 0.44 mmol) were added. The reaction mixture was stirred at room temperature overnight then diluted with water and the product extracted with ethyl acetate. The ethyl acetate was washe...